This data is from the Open Reaction Database (ORD), a public repository of structured organic reaction records. The task is: describe an organic reaction: reactants, conditions, products, and yield Starting materials: CC=1SC=CC1 (2-methylthiophene), BrN1C(CCC1=O)=O (N-bromosuccinimide), BrCC=1SC=CC1 (2-bromomethylthiophene), C1(=CC=CC=C1)P(C1=CC=CC=C1)C1=CC=CC=C1 (triphenylphosphine). Reagents/catalysts: C(C1=CC=CC=C1)(=O)OOC(C1=CC=CC=C1)=O (Benzoyl peroxide). The solvent is C(Cl)(Cl)(Cl)Cl (carbon tetrachloride), O1CCCC1 (tetrahydrofuran). The product is [Br-].S1C(=CC=C1)C[P+](C1=CC=CC=C1)(C1=CC=CC=C1)C1=CC=CC=C1 ((2-thienyl)methyl triphenylphosphonium bromide). The yield is 724.2%. As a reaction SMILES: [CH3:1][C:2]1[S:3][CH:4]=[CH:5][CH:6]=1.[Br:7]N1C(=O)CCC1=O.BrCC1SC=CC=1.[C:22]1([P:28]([C:35]2[CH:40]=[CH:39][CH:38]=[CH:37][CH:36]=2)[C:29]2[CH:34]=[CH:33][CH:32]=[CH:31][CH:30]=2)[CH:27]=[CH:26][CH:25]=[CH:24][CH:23]=1>C(Cl)(Cl)(Cl)Cl.O1CCCC1.C(OOC(=O)C1C=CC=CC=1)(=O)C1C=CC=CC=1>[Br-:7].[S:3]1[CH:4]=[CH:5][CH:6]=[C:2]1[CH2:1][P+:28]([C:29]1[CH:30]=[CH:31][CH:32]=[CH:33][CH:34]=1)([C:35]1[CH:40]=[CH:39][CH:38]=[CH:37][CH:36]=1)[C:22]1[CH:23]=[CH:24][CH:25]=[CH:26][CH:27]=1 |f:7.8|. Reported procedure: A mixture of 2-methylthiophene (10 g, 0.10 mol) and N-bromosuccinimide (18 g, 0.10 mol) in carbon tetrachloride (100 ml) was heated to reflux under nitrogen. Benzoyl peroxide (50 mg) was added and the mixture was refluxed for 3 hours. After cooling to room temperature the reaction was filtered and concentrated to a dark oil. The crude 2-bromomethylthiophene and triphenylphosphine (29 g, 0.011 mol) were dissolved in tetrahydrofuran (170 ml) under nitrogen and heated to reflux for 4 hours and then... Reaction SMILES: [F:1][C:2]1[CH:7]=[CH:6][C:5](B(O)O)=[CH:4][C:3]=1[C:11]1[N:12]=[N:13][CH:14]=[CH:15][CH:16]=1.Br[C:18]1[N:22]2[CH:23]=[CH:24][C:25]([C:27]([OH:30])([CH3:29])[CH3:28])=[N:26][C:21]2=[N:20][CH:19]=1>>[F:1][C:2]1[CH:7]=[CH:6][C:5]([C:18]2[N:22]3[CH:23]=[CH:24][C:25]([C:27]([OH:30])([CH3:28])[CH3:29])=[N:26][C:21]3=[N:20][CH:19]=2)=[CH:4][C:3]=1[C:11]1[N:12]=[N:13][CH:14]=[CH:15][CH:16]=1. The product is FC1=C(C=C(C=C1)C1=CN=C2N1C=CC(=N2)C(C)(C)O)C=2N=NC=CC2 (2-[3-(4-fluoro-3-(pyridazin-3-yl)phenyl)imidazo[1,2-α]pyrimidin-7-yl]propan-2-ol). Reactants: FC1=C(C=C(C=C1)B(O)O)C=1N=NC=CC1 (4-Fluoro-3-(pyridazin-3-yl)phenylboronic acid), BrC1=CN=C2N1C=CC(=N2)C(C)(C)O (2-(3-bromoimidazo[1,2-α]pyrimidin-7-yl)propan-2-ol). Reported procedure: 4-Fluoro-3-(pyridazin-3-yl)phenylboronic acid (80 mg, 0.37 mmol) was coupled to 2-(3-bromoimidazo[1,2-α]pyrimidin-7-yl)propan-2-ol (94 mg, 0.37 mmol) using the method in Example 1. Purification by chromatography on silica gel eluting with dichloromethane containing 2% methanol then trituration with diethyl ether gave 2-[3-(4-fluoro-3-(pyridazin-3-yl)phenyl)imidazo[1,2-α]pyrimidin-7-yl]propan-2-ol as a white solid: δH (400 MHz, CDCl3) 1.62 (6H, s), 4.46 (1H, s), 7.09 (1H, d, J 7), 7.41 (1H, dd, J... Starting materials: C[Si](C)(C)C#CC1=CC=C(C=C1)SC1=CC=C(C=C1)C(C(F)(F)F)(C(F)(F)F)C1=CC=C(C=C1)SC1=CC=C(C=C1)C#C[Si](C)(C)C (2,2-Bis[4-(4-trimethylsilylethynylphenylthio)phenyl]hexafluoropropane), C([O-])([O-])=O.[K+].[K+] (potassium carbonate). Yields the product final desired product, C(#C)C1=CC=C(C=C1)SC1=CC=C(C=C1)C(C(F)(F)F)(C(F)(F)F)C1=CC=C(C=C1)SC1=CC=C(C=C1)C#C (2,2-Bis[4-(4-ethynylphenylthio)phenyl]hexafluoropropane). Reaction SMILES: C[Si]([C:5]#[C:6][C:7]1[CH:12]=[CH:11][C:10]([S:13][C:14]2[CH:19]=[CH:18][C:17]([C:20]([C:29]3[CH:34]=[CH:33][C:32]([S:35][C:36]4[CH:41]=[CH:40][C:39]([C:42]#[C:43][Si](C)(C)C)=[CH:38][CH:37]=4)=[CH:31][CH:30]=3)([C:25]([F:28])([F:27])[F:26])[C:21]([F:24])([F:23])[F:22])=[CH:16][CH:15]=2)=[CH:9][CH:8]=1)(C)C.C(=O)([O-])[O-].[K+].[K+]>>[C:6]([C:7]1[CH:8]=[CH:9][C:10]([S:13][C:14]2[CH:15]=[CH:16][C:17]([C:20]([C:29]3[CH:34]=[CH:33][C:32]([S:35][C:36]4[CH:37]=[CH:38][C:39]([C:42]#[CH:43])=[CH:40][CH:41]=4)=[CH:31][CH:30]=3)([C:21]([F:24])([F:23])[F:22])[C:25]([F:28])([F:26])[F:27])=[CH:18][CH:19]=2)=[CH:11][CH:12]=1)#[CH:5] |f:1.2.3|. Procedure details: The final desired product 2,2-bis[4-(4-ethynylphenylthio)phenyl]hexafluoropropane (Compound 11) was prepared by treating Compound 10 with anhydrous methanoltetrahydrofuran and anhydrous potassium carbonate according to the general procedure described in Example 1, Section E herein. Reactants: NC=1C=C(C(=O)O)C=C(C1NC(C)C)S(N)(=O)=O (3-amino-4-isopropylamino-5-sulphamyl-benzoic acid), C(C1=CC=CC=C1)Br (benzyl bromide). Solvent: C(C)O (ethanol). The product is C(C1=CC=CC=C1)NC=1C=C(C(=O)O)C=C(C1NC(C)C)S(N)(=O)=O (3-Benzylamino-4-isopropylamino-5-sulphamyl-benzoic acid). RXN SMILES: [NH2:1][C:2]1[CH:3]=[C:4]([CH:8]=[C:9]([S:15](=[O:18])(=[O:17])[NH2:16])[C:10]=1[NH:11][CH:12]([CH3:14])[CH3:13])[C:5]([OH:7])=[O:6].[CH2:19](Br)[C:20]1[CH:25]=[CH:24][CH:23]=[CH:22][CH:21]=1>C(O)C>[CH2:19]([NH:1][C:2]1[CH:3]=[C:4]([CH:8]=[C:9]([S:15](=[O:18])(=[O:17])[NH2:16])[C:10]=1[NH:11][CH:12]([CH3:13])[CH3:14])[C:5]([OH:7])=[O:6])[C:20]1[CH:25]=[CH:24][CH:23]=[CH:22][CH:21]=1. Procedure details: A mixture of 3-amino-4-isopropylamino-5-sulphamyl-benzoic acid (2.62 g), benzyl bromide (4.28 g), and anhydrous ethanol (25 ml) was refluxed for 24 hours. The reaction mixture was evaporated in vacuo. 1N sodium hydroxide (30 ml) was added, and the mixture was heated on a steam bath for 1 hour. After cooling and extracting with diethyl ether, the aqueous layer was adjusted to a pH of 3 by addition of 4N hydrochloric acid. The precipitated 3-benzylamino-4-isopropylamino-5-sulphamyl-benzoic acid wa...